From a dataset of the Open Reaction Database (ORD), a public repository of structured organic reaction records. describe an organic reaction: reactants, conditions, products, and yield Reactants: C=CCOc1ccc(C2CCC(OCC(=O)OC(C)(C)C)CC2)cc1, ClCCl, O=C1CC(=O)NC(=O)N1, c1ccc(P(c2ccccc2)(c2ccccc2)[Pd](P(c2ccccc2)(c2ccccc2)c2ccccc2)(P(c2ccccc2)(c2ccccc2)c2ccccc2)P(c2ccccc2)(c2ccccc2)c2ccccc2)cc1. The product is CC(C)(C)OC(=O)COC1CCC(c2ccc(O)cc2)CC1. As a reaction SMILES: [CH2:1]([CH:2]=[CH2:3])[O:4][c:5]1[cH:6][cH:7][c:8]([CH:11]2[CH2:12][CH2:13][CH:14]([O:17][CH2:18][C:19](=[O:20])[O:21][C:22]([CH3:23])([CH3:24])[CH3:25])[CH2:15][CH2:16]2)[cH:9][cH:10]1.[Cl:35][CH2:36][Cl:37].[O:26]=[C:27]1[NH:28][C:29](=[O:30])[NH:31][C:32](=[O:33])[CH2:34]1.[cH:38]1[cH:39][cH:40][c:41]([P:42]([Pd:43]([P:44]([c:45]2[cH:46][cH:47][cH:48][cH:49][cH:50]2)([c:51]2[cH:52][cH:53][cH:54][cH:55][cH:56]2)[c:57]2[cH:58][cH:59][cH:60][cH:61][cH:62]2)([P:63]([c:64]2[cH:65][cH:66][cH:67][cH:68][cH:69]2)([c:70]2[cH:71][cH:72][cH:73][cH:74][cH:75]2)[c:76]2[cH:77][cH:78][cH:79][cH:80][cH:81]2)[P:82]([c:83]2[cH:84][cH:85][cH:86][cH:87][cH:88]2)([c:89]2[cH:90][cH:91][cH:92][cH:93][cH:94]2)[c:95]2[cH:96][cH:97][cH:98][cH:99][cH:100]2)([c:101]2[cH:102][cH:103][cH:104][cH:105][cH:106]2)[c:107]2[cH:108][cH:109][cH:110][cH:111][cH:112]2)[cH:113][cH:114]1>>[OH:4][c:5]1[cH:6][cH:7][c:8]([CH:11]2[CH2:12][CH2:13][CH:14]([O:17][CH2:18][C:19](=[O:20])[O:21][C:22]([CH3:23])([CH3:24])[CH3:25])[CH2:15][CH2:16]2)[cH:9][cH:10]1. Reactants: ClC1=C(C2=C(OCO2)C(=C1)I)N (5-Chloro-7-iodo-1,3-benzodioxol-4-amine), CNC(=O)NCC#C (N-methyl-N′-prop-2-yn-1-ylurea), C(C)(C)NC(C)C (diisopropylamine). The reagents and catalysts are [Cu]I (copper(I) iodide), [Pd](Cl)Cl.C1(=CC=CC=C1)P(C1=CC=CC=C1)C1=CC=CC=C1.C1(=CC=CC=C1)P(C1=CC=CC=C1)C1=CC=CC=C1 (bis(triphenylphosphine) palladium(II) dichloride). Run in C(C)(=O)OCC (ethyl acetate), ice methanol. Conditions: time 3 hour. Product: NC1=C(C=C(C2=C1OCO2)C#CCNC(=O)NC)Cl (N-[3-(7-amino-6-chloro-1,3-benzodioxol-4-yl)prop-2-yn-1-yl]-N′-methylurea). Yield: 37.4%. RXN SMILES: [Cl:1][C:2]1[CH:10]=[C:9](I)[C:5]2[O:6][CH2:7][O:8][C:4]=2[C:3]=1[NH2:12].[CH3:13][NH:14][C:15]([NH:17][CH2:18][C:19]#[CH:20])=[O:16].C(NC(C)C)(C)C>C(OCC)(=O)C.[Pd](Cl)Cl.C1(P(C2C=CC=CC=2)C2C=CC=CC=2)C=CC=CC=1.C1(P(C2C=CC=CC=2)C2C=CC=CC=2)C=CC=CC=1.[Cu]I>[NH2:12][C:3]1[C:4]2[O:8][CH2:7][O:6][C:5]=2[C:9]([C:20]#[C:19][CH2:18][NH:17][C:15]([NH:14][CH3:13])=[O:16])=[CH:10][C:2]=1[Cl:1] |f:4.5.6|. Procedure: 5-Chloro-7-iodo-1,3-benzodioxol-4-amine (500 mg, 1.68 mmol) and N-methyl-N′-prop-2-yn-1-ylurea (226 mg, 2.02 mmol) in ethyl acetate (10 ml) were cooled in ice-methanol, under an atmosphere of nitrogen, then treated with bis(triphenylphosphine) palladium(II) dichloride (118 mg, 10 mol %) followed by copper(I) iodide (32 mg, 10 mol %) and diisopropylamine (339 mg, 4.03 mmol). The reaction was allowed to warm to room temperature and stirred 3 hr. then filtered through Celite. The filtrate was purif... The reactants are COC(C1=CC=C(C=C1)C=1C=NC(=C(C1)C(NC1=CC=NC=C1)=O)N)=O (4-[6-amino-5-(pyridin-4-ylcarbamoyl)-pyridin-3-yl]-benzoic acid methyl ester), C(=O)([O-])[O-].[Na+].[Na+] (Na2CO3). The solvent is CO (MeOH), O (water). Product: NC1=C(C=C(C=N1)C1=CC=C(C(=O)O)C=C1)C(NC1=CC=NC=C1)=O (4-[6-Amino-5-(pyridin-4-ylcarbamoyl)-pyridin-3-yl]-benzoic acid). RXN SMILES: C[O:2][C:3](=[O:26])[C:4]1[CH:9]=[CH:8][C:7]([C:10]2[CH:11]=[N:12][C:13]([NH2:25])=[C:14]([C:16](=[O:24])[NH:17][C:18]3[CH:23]=[CH:22][N:21]=[CH:20][CH:19]=3)[CH:15]=2)=[CH:6][CH:5]=1.C([O-])([O-])=O.[Na+].[Na+]>CO.O>[NH2:25][C:13]1[N:12]=[CH:11][C:10]([C:7]2[CH:6]=[CH:5][C:4]([C:3]([OH:26])=[O:2])=[CH:9][CH:8]=2)=[CH:15][C:14]=1[C:16](=[O:24])[NH:17][C:18]1[CH:23]=[CH:22][N:21]=[CH:20][CH:19]=1 |f:1.2.3|. Reported procedure: 190 mg of 4-[6-amino-5-(pyridin-4-ylcarbamoyl)-pyridin-3-yl]-benzoic acid methyl ester are dissolved in 20 ml of MeOH. 175 mg Na2CO3 in 6 ml of water are added. Reactants: Cc1cc(C)[nH]n1, CS(=O)(=O)c1nc(Cl)cc(Cl)n1, ClCCl, [H-], [Na+]. Yields the product Cc1cc(C)n(-c2nc(Cl)cc(Cl)n2)n1. Reaction SMILES: [CH3:1][c:2]1[n:3][nH:4][c:5]([CH3:7])[cH:6]1.[Cl:10][c:11]1[n:12][c:13]([S:18]([CH3:19])(=[O:20])=[O:21])[n:14][c:15]([Cl:17])[cH:16]1.[Cl:22][CH2:23][Cl:24].[H-:8].[Na+:9]>>[CH3:1][c:2]1[n:3](-[c:13]2[n:12][c:11]([Cl:10])[cH:16][c:15]([Cl:17])[n:14]2)[n:4][c:5]([CH3:7])[cH:6]1. Reactants: FC=1C(=C(C(=O)O)C=CC1)C (3-fluoro-2-methylbenzoic acid), FC1(CCC(CC1)(C=1C=NC(=CC1)C(F)(F)F)CN)F (C-[4,4-difluoro-1-(6-trifluoromethyl-pyridin-3-yl)-cyclohexyl]-methylamine). The product is FC1(CCC(CC1)(C=1C=NC(=CC1)C(F)(F)F)CNC(C1=C(C(=CC=C1)F)C)=O)F (N-[4,4-Difluoro-1-(6-trifluoromethyl-pyridin-3-yl)-cyclohexylmethyl]-3-fluoro-2-methyl-benzamide). RXN SMILES: [F:1][C:2]1[C:3]([CH3:11])=[C:4]([CH:8]=[CH:9][CH:10]=1)[C:5]([OH:7])=O.[F:12][C:13]1([F:31])[CH2:18][CH2:17][C:16]([CH2:29][NH2:30])([C:19]2[CH:20]=[N:21][C:22]([C:25]([F:28])([F:27])[F:26])=[CH:23][CH:24]=2)[CH2:15][CH2:14]1>>[F:31][C:13]1([F:12])[CH2:14][CH2:15][C:16]([CH2:29][NH:30][C:5](=[O:7])[C:4]2[CH:8]=[CH:9][CH:10]=[C:2]([F:1])[C:3]=2[CH3:11])([C:19]2[CH:20]=[N:21][C:22]([C:25]([F:26])([F:27])[F:28])=[CH:23][CH:24]=2)[CH2:17][CH2:18]1. Reported procedure: From 3-fluoro-2-methylbenzoic acid and C-[4,4-difluoro-1-(6-trifluoromethyl-pyridin-3-yl)-cyclohexyl]-methylamine. LCMS (MH+): m/z=431.2, tR (minutes, Method D)=0.79 Reactants: N(=O)[O-].[Na+] (NaNO2), O.O.Cl[Sn]Cl (SnCl2.2H2O), NC1=C(C=C(C(=O)N)C=C1)C (4-Amino-3-methylbenzamide). The solvent is O (water), Cl (HCl), Cl (HCl), Cl (HCl). Run at temperature 0 celsius, time 15 minute. Product: Cl.N(N)C1=C(C=C(C(=O)N)C=C1)C (4-Hydrazino-3-methylbenzamide hydrochloride). Isolated yield 58.1%. Reaction SMILES: [NH2:1][C:2]1[CH:10]=[CH:9][C:5]([C:6]([NH2:8])=[O:7])=[CH:4][C:3]=1[CH3:11].[N:12]([O-])=O.[Na+].O.O.[Cl:18][Sn]Cl>Cl.O>[ClH:18].[NH:1]([C:2]1[CH:10]=[CH:9][C:5]([C:6]([NH2:8])=[O:7])=[CH:4][C:3]=1[CH3:11])[NH2:12] |f:1.2,3.4.5,8.9|. Reported procedure: 0.5 g of the compound of step A is dissolved in 10 ml of 1N HCl and 5 ml of concentrated HCl. The mixture is cooled to 0° C. and a solution of 230 mg of NaNO2 in 3 ml of water is added. After 15 minutes at -10° C., a solution of 1.5 g of SnCl2.2H2O in 5 ml of concentrated HCl is added. After 1 hour the precipitate is filtered off and dried under vacuum over P2O5 to obtain 390 mg of the expected product. The reactants are CCO, CCOC(=O)CCN(C)C(=O)c1ccc(NC(c2nc3ccc(OC)cc3n2C)C2CCCCC2)cc1, [Na+], C1CCOC1, [OH-]. The product is COc1ccc2nc(C(Nc3ccc(C(=O)N(C)CCC(=O)O)cc3)C3CCCCC3)n(C)c2c1. RXN SMILES: [CH3:45][CH2:46][OH:47].[CH:1]1([CH:7]([c:8]2[n:9][c:10]3[c:11]([n:12]2[CH3:13])[cH:14][c:15]([O:18][CH3:19])[cH:16][cH:17]3)[NH:20][c:21]2[cH:22][cH:23][c:24]([C:27](=[O:28])[N:29]([CH2:30][CH2:31][C:32](=[O:33])[O:34][CH2:35][CH3:36])[CH3:37])[cH:25][cH:26]2)[CH2:2][CH2:3][CH2:4][CH2:5][CH2:6]1.[Na+:44].[O:38]1[CH2:39][CH2:40][CH2:41][CH2:42]1.[OH-:43]>>[CH:1]1([CH:7]([c:8]2[n:9][c:10]3[c:11]([n:12]2[CH3:13])[cH:14][c:15]([O:18][CH3:19])[cH:16][cH:17]3)[NH:20][c:21]2[cH:22][cH:23][c:24]([C:27](=[O:28])[N:29]([CH2:30][CH2:31][C:32](=[O:33])[OH:34])[CH3:37])[cH:25][cH:26]2)[CH2:2][CH2:3][CH2:4][CH2:5][CH2:6]1. The reactants are CC1(C(NC2=CC(=C(C=C12)NC(C)=O)[N+](=O)[O-])=O)C (N-(3,3-dimethyl-6-nitro-2-oxo-2,3-dihydro-1H-indol-5-yl)-acetamide), ICCCC(F)(F)F (1-iodo-4,4,4-trifluoro-butane), C(=O)([O-])[O-].[K+].[K+] (K2CO3). The product is NC=1C=C2C(C(N(C2=CC1[N+](=O)[O-])CCCC(F)(F)F)=O)(C)C (5-amino-3,3-dimethyl-6-nitro-1-(4,4,4-trifluoro-butyl)-1,3-dihydro-indol-2-one). Yield: 65.6%. RXN SMILES: [CH3:1][C:2]1([CH3:19])[C:10]2[C:5](=[CH:6][C:7]([N+:15]([O-:17])=[O:16])=[C:8]([NH:11]C(=O)C)[CH:9]=2)[NH:4][C:3]1=[O:18].I[CH2:21][CH2:22][CH2:23][C:24]([F:27])([F:26])[F:25].C([O-])([O-])=O.[K+].[K+]>>[NH2:11][C:8]1[CH:9]=[C:10]2[C:5](=[CH:6][C:7]=1[N+:15]([O-:17])=[O:16])[N:4]([CH2:21][CH2:22][CH2:23][C:24]([F:27])([F:26])[F:25])[C:3](=[O:18])[C:2]2([CH3:1])[CH3:19] |f:2.3.4|. Procedure details: Analogously to general procedure (I) N-(3,3-dimethyl-6-nitro-2-oxo-2,3-dihydro-1H-indol-5-yl)-acetamide (2 g) is alkylated in a high pressure reaction vessel using 1-iodo-4,4,4-trifluoro-butane (3.62 g; 15.2 mmol) and K2CO3 (2.1 g; 15.2 mmol) at 60° C. for 3 days. After aqueous work-up and purification by RP chromatography the pure material (1.92 g) is de-acetylated in MeOH (200 ml) using DBU (1.6 ml) at reflux. After aqueous work-up 5-amino-3,3-dimethyl-6-nitro-1-(4,4,4-trifluoro-butyl)-1,3-dih...